This data is from the Open Reaction Database (ORD), a public repository of structured organic reaction records. The task is: describe an organic reaction: reactants, conditions, products, and yield Reactants: C(#N)[C@@]1(C(N(CC1)C1=NC(=NC=C1)NC1=CC(=C(C(=O)OC(C)(C)C)C=C1)OCC(F)(F)F)=O)C(C)C (tert-butyl 4-((4-((3S)-3-cyano-3-isopropyl-2-oxopyrrolidin-1-yl)pyrimidin-2-yl)amino)-2-(2,2,2-trifluoroethoxyl)benzoate), Cl (hydrogen chloride). Solvent: C(C)(=O)OCC (ethyl acetate). Run at time 1 hour. Product: Cl.C(#N)[C@@]1(C(N(CC1)C1=NC(=NC=C1)NC1=CC(=C(C(=O)O)C=C1)OCC(F)(F)F)=O)C(C)C (4-((4-((3S)-3-cyano-3-isopropyl-2-oxopyrrolidin-1-yl)pyrimidin-2-yl)amino)-2-(2,2,2-trifluoroethoxyl)benzoic acid hydrochloride). Reaction SMILES: [C:1]([C@@:3]1([CH:35]([CH3:37])[CH3:36])[CH2:7][CH2:6][N:5]([C:8]2[CH:13]=[CH:12][N:11]=[C:10]([NH:14][C:15]3[CH:27]=[CH:26][C:18]([C:19]([O:21]C(C)(C)C)=[O:20])=[C:17]([O:28][CH2:29][C:30]([F:33])([F:32])[F:31])[CH:16]=3)[N:9]=2)[C:4]1=[O:34])#[N:2].[ClH:38]>C(OCC)(=O)C>[ClH:38].[C:1]([C@@:3]1([CH:35]([CH3:37])[CH3:36])[CH2:7][CH2:6][N:5]([C:8]2[CH:13]=[CH:12][N:11]=[C:10]([NH:14][C:15]3[CH:27]=[CH:26][C:18]([C:19]([OH:21])=[O:20])=[C:17]([O:28][CH2:29][C:30]([F:31])([F:33])[F:32])[CH:16]=3)[N:9]=2)[C:4]1=[O:34])#[N:2] |f:3.4|. Procedure: To tert-butyl 4-((4-((3S)-3-cyano-3-isopropyl-2-oxopyrrolidin-1-yl)pyrimidin-2-yl)amino)-2-(2,2,2-trifluoroethoxyl)benzoate (120 mg) obtained in Step A of Example 292 was added dropwise a solution of 4 M hydrogen chloride in ethyl acetate (6.0 mL), and the mixture was stirred at room temperature for 1 hr. The solvent was evaporated under reduced pressure, and the residue was washed with ethyl acetate to give the title compound (71 mg). Reactants: C1(O)=CC=C(O)C=C1 (hydroquinone), NN (hydrazine). Solvent: 2B, C(C)O (ethanol). Product: NN.C1(O)=CC=C(O)C=C1 (Hydroquinone Compound with Hydrazine). Reaction SMILES: [C:1]1([CH:8]=[CH:7][C:5]([OH:6])=[CH:4][CH:3]=1)[OH:2].[NH2:9][NH2:10]>C(O)C>[NH2:9][NH2:10].[C:1]1([CH:8]=[CH:7][C:5]([OH:6])=[CH:4][CH:3]=1)[OH:2] |f:3.4|. Reported procedure: A solution of hydroquinone (150 grams, 1.36 moles) in 2B denatured ethanol (500 milliliters) was added to a stirred reaction vessel having a nitrogen blanket. Next, a 64 wt.% aqueous solution of hydrazine (75 milliliters, 1.5 moles) was added to the vessel. This reaction mixture was allowed to stir for a few minutes and then filtered. The resulting filter cake was washed with 2B denatured ethanol and dried at 50° C. under a vacuum. The yield was 83.4% by weight, based on the amount of hydroquino... Reactants: [OH-].[Na+] (NaOH), C(C)OC(=O)C1=CC=2CCOC3=C(C2S1)C=C(C=C3)Br (9-bromo-4,5-dihydro-6-oxa-1-thia-benzo[e]azulene-2-carboxylic acid ethyl ester), CCO (EtOH). Solvent: O (water), C1CCOC1 (THF). Run at time 4 hour. The product is BrC=1C=CC2=C(C=3SC(=CC3CCO2)C(=O)O)C1 (9-bromo-4,5-dihydro-6-oxa-1-thia-benzo[e]azulene-2-carboxylic acid). RXN SMILES: C([O:3][C:4]([C:6]1[S:15][C:14]2[C:13]3[CH:16]=[C:17]([Br:20])[CH:18]=[CH:19][C:12]=3[O:11][CH2:10][CH2:9][C:8]=2[CH:7]=1)=[O:5])C.[OH-].[Na+].CCO>C1COCC1.O>[Br:20][C:17]1[CH:18]=[CH:19][C:12]2[O:11][CH2:10][CH2:9][C:8]3[CH:7]=[C:6]([C:4]([OH:5])=[O:3])[S:15][C:14]=3[C:13]=2[CH:16]=1 |f:1.2|. Reported procedure: To a stirred suspension of 9-bromo-4,5-dihydro-6-oxa-1-thia-benzo[e]azulene-2-carboxylic acid ethyl ester (4.24 g; 12 mmol) in THF (40 ml) at room temperature was added a solution of NaOH (0.96 g; 24 mmol) in water (20 ml) followed by EtOH (20 ml). The reaction mixture was stirred at room temperature for 4 h (now a clear solution) upon which time it was quenched with 2M HCl (20 ml) and diluted with water (50 ml). The resulting solid was collected by filtration, washed with water and dried to giv... Starting materials: [Br-], C=CCC1(C)CC(c2cccc(Cl)c2)C(c2ccc(Cl)cc2)N(C(C=O)CC)C1=O, CC(C)C[Mg+], C1CCOC1. The product is C=CCC1(C)CC(c2cccc(Cl)c2)C(c2ccc(Cl)cc2)N(C(CC)C(O)CC(C)C)C1=O. As a reaction SMILES: [Br-:31].[CH2:1]([CH:2]=[CH2:3])[C:4]1([CH3:30])[C:5](=[O:29])[N:6]([CH:24]([CH:25]=[O:26])[CH2:27][CH3:28])[CH:7]([c:17]2[cH:18][cH:19][c:20]([Cl:23])[cH:21][cH:22]2)[CH:8]([c:10]2[cH:11][c:12]([Cl:16])[cH:13][cH:14][cH:15]2)[CH2:9]1.[CH2:32]([CH:33]([CH3:34])[CH3:35])[Mg+:36].[CH2:37]1[O:38][CH2:39][CH2:40][CH2:41]1>>[CH2:1]([CH:2]=[CH2:3])[C:4]1([CH3:30])[C:5](=[O:29])[N:6]([CH:24]([CH:25]([OH:26])[CH2:32][CH:33]([CH3:34])[CH3:35])[CH2:27][CH3:28])[CH:7]([c:17]2[cH:18][cH:19][c:20]([Cl:23])[cH:21][cH:22]2)[CH:8]([c:10]2[cH:11][c:12]([Cl:16])[cH:13][cH:14][cH:15]2)[CH2:9]1. Procedure: Heating of a mixture of 1-(4-chloranilino)-4-(4-pyridylmethyl)-phthalazine (Example 4 in WO 98/35958) and charcoal in boiling methanol for about 7 days in an open vessel leads to partial oxidation of the methylen-bridge of 1-(4-chloranilino)-4-(4-pyridylmethyl)-phthalazin. After cooling to RT, unchanged 1-(4-chloranilino)-4-(4-pyridylmethyl)-phthalazine crystallizes out and can be filtered off. Chromatography (SiO2; dichloromethane/methanol 98:2) of the concentrated filtrate then leads to [4-(4-... Yields the product ClC1=CC=C(NC2=NN=C(C3=CC=CC=C23)C(=O)C2=CC=NC=C2)C=C1 ([4-(4-Chloranilino)phthalazin-1-yl](pyridin-4-yl)ketone). The reactants are ClC1=CC=C(NC2=NN=C(C3=CC=CC=C23)CC2=CC=NC=C2)C=C1 (1-(4-chloranilino)-4-(4-pyridylmethyl)-phthalazin), ClC1=CC=C(NC2=NN=C(C3=CC=CC=C23)CC2=CC=NC=C2)C=C1 (1-(4-chloranilino)-4-(4-pyridylmethyl)-phthalazine), C (charcoal), CO (methanol), methylen. As a reaction SMILES: [Cl:1][C:2]1[CH:25]=[CH:24][C:5]([NH:6][C:7]2[C:16]3[C:11](=[CH:12][CH:13]=[CH:14][CH:15]=3)[C:10]([CH2:17][C:18]3[CH:23]=[CH:22][N:21]=[CH:20][CH:19]=3)=[N:9][N:8]=2)=[CH:4][CH:3]=1.C.C[OH:28]>>[Cl:1][C:2]1[CH:3]=[CH:4][C:5]([NH:6][C:7]2[C:16]3[C:11](=[CH:12][CH:13]=[CH:14][CH:15]=3)[C:10]([C:17]([C:18]3[CH:23]=[CH:22][N:21]=[CH:20][CH:19]=3)=[O:28])=[N:9][N:8]=2)=[CH:24][CH:25]=1. The reactants are CO, CSc1ccc(C=C2C(C)=C(CC(=O)O)c3cc(F)ccc32)cc1. Product: CC1=C(CC(=O)O)c2cc(F)ccc2C1=Cc1ccc(S(C)=O)cc1. As a reaction SMILES: [CH3:25][OH:26].[F:1][c:2]1[cH:3][c:4]2[c:8]([cH:9][cH:10]1)[C:7](=[CH:11][c:12]1[cH:13][cH:14][c:15]([S:18][CH3:19])[cH:16][cH:17]1)[C:6]([CH3:20])=[C:5]2[CH2:21][C:22](=[O:23])[OH:24]>>[F:1][c:2]1[cH:3][c:4]2[c:8]([cH:9][cH:10]1)[C:7](=[CH:11][c:12]1[cH:13][cH:14][c:15]([S:18]([CH3:19])=[O:26])[cH:16][cH:17]1)[C:6]([CH3:20])=[C:5]2[CH2:21][C:22](=[O:23])[OH:24].